From a dataset of the Open Reaction Database (ORD), a public repository of structured organic reaction records. describe an organic reaction: reactants, conditions, products, and yield Starting materials: FC(OC1=C(C=CC=C1)S(=O)(=O)N=C=O)F (2-difluoromethoxyphenylsulfonyl isocyanate), NC1=NC(=CC(=N1)Cl)C (2-amino-4-chloro-6-methyl-pyrimidine). Run in O1CCOCC1 (dioxane). Conditions: temperature 20 celsius. Product: FC(OC1=C(C=CC=C1)S(=O)(=O)NC(=O)NC1=NC(=CC(=N1)Cl)C)F (N-(2-Difluoromethoxyphenylsulfonyl)-N'-(4-chloro-6-methyl-pyrimidin-2-yl)urea). RXN SMILES: [F:1][CH:2]([F:16])[O:3][C:4]1[CH:9]=[CH:8][CH:7]=[CH:6][C:5]=1[S:10]([N:13]=[C:14]=[O:15])(=[O:12])=[O:11].[NH2:17][C:18]1[N:23]=[C:22]([Cl:24])[CH:21]=[C:20]([CH3:25])[N:19]=1>O1CCOCC1>[F:16][CH:2]([F:1])[O:3][C:4]1[CH:9]=[CH:8][CH:7]=[CH:6][C:5]=1[S:10]([NH:13][C:14]([NH:17][C:18]1[N:23]=[C:22]([Cl:24])[CH:21]=[C:20]([CH3:25])[N:19]=1)=[O:15])(=[O:12])=[O:11]. Procedure details: 34.2 g of 2-difluoromethoxyphenylsulfonyl isocyanate and 19.7 g of 2-amino-4-chloro-6-methyl-pyrimidine are stirred in 40 ml of dioxane for 3 hours at 90°-100° C. The solution is then cooled to 20° C., filtered, and concentrated to about 1/4 of its volume. After addition of ether, 32.9 g of N-(2-difluoromethoxyphenylsulfonyl)-N'-(4-chloro-6-methyl-pyrimidin-2-yl)urea crystallise from the residue. Reactants: BrC1=CC2=C(N(C(=N2)C2=CC=CC=C2)C2=CC=CC=C2)C=C1 (5-bromo-1,2-diphenyl-1H-benzimidazole), ClC1=CC=C(C=C1)B(O)O (4-chlorophenylboronic acid), aqueous solution, C([O-])([O-])=O.[Na+].[Na+] (sodium carbonate). The reagents and catalysts are C=1C=CC(=CC1)[P](C=2C=CC=CC2)(C=3C=CC=CC3)[Pd]([P](C=4C=CC=CC4)(C=5C=CC=CC5)C=6C=CC=CC6)([P](C=7C=CC=CC7)(C=8C=CC=CC8)C=9C=CC=CC9)[P](C=1C=CC=CC1)(C=1C=CC=CC1)C=1C=CC=CC1 (tetrakis(triphenylphosphine)palladium). The solvent is COCCOC (1,2-dimethoxyethane). Product: ClC1=CC=C(C=C1)C1=CC2=C(N(C(=N2)C2=CC=CC=C2)C2=CC=CC=C2)C=C1 (5-(4-chlorophenyl)-1,2-diphenyl-1H-benzimidazole). Yield: 83.9%. RXN SMILES: Br[C:2]1[CH:22]=[CH:21][C:5]2[N:6]([C:15]3[CH:20]=[CH:19][CH:18]=[CH:17][CH:16]=3)[C:7]([C:9]3[CH:14]=[CH:13][CH:12]=[CH:11][CH:10]=3)=[N:8][C:4]=2[CH:3]=1.[Cl:23][C:24]1[CH:29]=[CH:28][C:27](B(O)O)=[CH:26][CH:25]=1.C(=O)([O-])[O-].[Na+].[Na+]>C1C=CC([P]([Pd]([P](C2C=CC=CC=2)(C2C=CC=CC=2)C2C=CC=CC=2)([P](C2C=CC=CC=2)(C2C=CC=CC=2)C2C=CC=CC=2)[P](C2C=CC=CC=2)(C2C=CC=CC=2)C2C=CC=CC=2)(C2C=CC=CC=2)C2C=CC=CC=2)=CC=1.COCCOC>[Cl:23][C:24]1[CH:29]=[CH:28][C:27]([C:2]2[CH:22]=[CH:21][C:5]3[N:6]([C:15]4[CH:20]=[CH:19][CH:18]=[CH:17][CH:16]=4)[C:7]([C:9]4[CH:14]=[CH:13][CH:12]=[CH:11][CH:10]=4)=[N:8][C:4]=3[CH:3]=2)=[CH:26][CH:25]=1 |f:2.3.4,^1:42,44,63,82|. Procedure: 2.5 g (7.2 mmol) of 5-bromo-1,2-diphenyl-1H-benzimidazole, 1.2 g (7.9 mmol) of 4-chlorophenylboronic acid, and 0.17 g (0.14 mmol) of tetrakis(triphenylphosphine)palladium were dissolved into 20 mL of 1,2-dimethoxyethane. Then, 10 mL of a 2 M aqueous solution of sodium carbonate were added, and the whole was refluxed under heating for 8 hours in an argon atmosphere. After the resultant had been stood to cool, an aqueous layer was removed and an organic layer was dried with magnesium sulfate. Afte... Reactants: Cl.N[C@@H]1CC[C@H](CC1)NC(=O)C1=C(NC=2C1=NC=CC2C2=C(C=CC(=C2)OC)OCC2CC2)C (N-(trans-4-aminocyclohexyl)-7-[2-(cyclopropylmethoxy)-5-methoxyphenyl]-2-methyl-1H-pyrrolo[3,2-b]pyridine-3-carboxamide hydrochloride), C(C)(=O)OCC(=O)Cl (2-chloro-2-oxoethyl acetate). The product is C1(CC1)COC1=C(C=C(C=C1)OC)C1=C2C(=NC=C1)C(=C(N2)C)C(=O)N[C@@H]2CC[C@H](CC2)NC(CO)=O (7-[2-(Cyclopropylmethoxy)-5-methoxyphenyl]-N-{trans-4-[(hydroxyacetyl)amino]cyclohexyl}-2-methyl-1H-pyrrolo[3,2-b]pyridine-3-carboxamide). Procedure: Starting from N-(trans-4-aminocyclohexyl)-7-[2-(cyclopropylmethoxy)-5-methoxyphenyl]-2-methyl-1H-pyrrolo[3,2-b]pyridine-3-carboxamide hydrochloride (example D.f15) and commercially available 2-chloro-2-oxoethyl acetate the title compound is obtained as colorless solid. RXN SMILES: Cl.[NH2:2][C@H:3]1[CH2:8][CH2:7][C@H:6]([NH:9][C:10]([C:12]2[C:16]3=[N:17][CH:18]=[CH:19][C:20]([C:21]4[CH:26]=[C:25]([O:27][CH3:28])[CH:24]=[CH:23][C:22]=4[O:29][CH2:30][CH:31]4[CH2:33][CH2:32]4)=[C:15]3[NH:14][C:13]=2[CH3:34])=[O:11])[CH2:5][CH2:4]1.C([O:38][CH2:39][C:40](Cl)=[O:41])(=O)C>>[CH:31]1([CH2:30][O:29][C:22]2[CH:23]=[CH:24][C:25]([O:27][CH3:28])=[CH:26][C:21]=2[C:20]2[CH:19]=[CH:18][N:17]=[C:16]3[C:12]([C:10]([NH:9][C@H:6]4[CH2:7][CH2:8][C@H:3]([NH:2][C:39](=[O:38])[CH2:40][OH:41])[CH2:4][CH2:5]4)=[O:11])=[C:13]([CH3:34])[NH:14][C:15]=23)[CH2:32][CH2:33]1 |f:0.1|. Starting materials: CSCCO (2-(methylthio)ethanol), C(CCC)P(CCCC)CCCC (tributylphosphine), N(=NC(=O)N1CCCCC1)C(=O)N1CCCCC1 (1,1′-(azodicarbonyl)dipiperidine), C1(CCCCC1)C(=O)C=1OC2=C(C1C)C=C(C=C2)O (Cyclohexyl(5-hydroxy-3-methyl-1-benzofuran-2-yl)methanone). Solvent: O1CCCC1 (tetrahydrofuran). Conditions: time 12 hour. The product is C1(CCCCC1)C(=O)C=1OC2=C(C1C)C=C(C=C2)OCCSC (cyclohexyl{3-methyl-5-[2-(methylsulfanyl)ethoxy]-1-benzofuran-2-yl}methanone). Isolated yield 76.0%. As a reaction SMILES: [CH:1]1([C:7]([C:9]2[O:10][C:11]3[CH:18]=[CH:17][C:16]([OH:19])=[CH:15][C:12]=3[C:13]=2[CH3:14])=[O:8])[CH2:6][CH2:5][CH2:4][CH2:3][CH2:2]1.[CH3:20][S:21][CH2:22][CH2:23]O.C(P(CCCC)CCCC)CCC.N(C(N1CCCCC1)=O)=NC(N1CCCCC1)=O>O1CCCC1>[CH:1]1([C:7]([C:9]2[O:10][C:11]3[CH:18]=[CH:17][C:16]([O:19][CH2:23][CH2:22][S:21][CH3:20])=[CH:15][C:12]=3[C:13]=2[CH3:14])=[O:8])[CH2:2][CH2:3][CH2:4][CH2:5][CH2:6]1. Procedure: Cyclohexyl(5-hydroxy-3-methyl-1-benzofuran-2-yl)methanone (0.76 g) synthesized in Example A82(3) was dissolved in tetrahydrofuran (15 mL), and 2-(methylthio)ethanol (0.26 mL), tributylphosphine (1.5 mL) and 1,1′-(azodicarbonyl)dipiperidine (1.46 g) were added to the solution under ice-cooling. The ice bath was removed, and the reaction mixture was stirred at room temperature for 12 hr. Hexane (15 mL) was added to the mixture, and the precipitate was filtered off through celite. Water was added t... Starting materials: BrC1=CC(=C2C=NN(C2=C1)S(=O)(=O)C1=CC=C(C=C1)C)C1=NN=NN1 (6-Bromo-1-[(4-methylphenyl)sulphonyl]-4-(1H-tetrazol-5-yl)-1H-indazole), C(C)(=O)Cl (acetyl chloride). The solvent is C1(=CC=CC=C1)C (toluene). Run at temperature 130 celsius. The product is BrC1=CC(=C2C=NN(C2=C1)S(=O)(=O)C1=CC=C(C=C1)C)C=1OC(=NN1)C (6-Bromo-4-(5-methyl-1,3,4-oxadiazol-2-yl)-1-[(4-methylphenyl)sulfonyl]-1H-indazole). Yield: 28.1%. RXN SMILES: [Br:1][C:2]1[CH:10]=[C:9]2[C:5]([CH:6]=[N:7][N:8]2[S:11]([C:14]2[CH:19]=[CH:18][C:17]([CH3:20])=[CH:16][CH:15]=2)(=[O:13])=[O:12])=[C:4]([C:21]2[NH:25][N:24]=NN=2)[CH:3]=1.[C:26](Cl)(=[O:28])[CH3:27]>C1(C)C=CC=CC=1>[Br:1][C:2]1[CH:10]=[C:9]2[C:5]([CH:6]=[N:7][N:8]2[S:11]([C:14]2[CH:15]=[CH:16][C:17]([CH3:20])=[CH:18][CH:19]=2)(=[O:12])=[O:13])=[C:4]([C:21]2[O:28][C:26]([CH3:27])=[N:24][N:25]=2)[CH:3]=1. Procedure: A stirred mixture of 6-Bromo-1-[(4-methylphenyl)sulphonyl]-4-(1H-tetrazol-5-yl)-1H-indazole (300 mg, 0.615 mmol) and acetyl chloride (0.722 ml, 10.15 mmol) in toluene (10 ml) were heated under microwave irradiation at 130° C. for 20 mins. The reaction mixture was heated for a further 20 mins at 130° C. then evaporated to dryness. The resultant yellow solid was treated with methanol (10 ml), to give a beige solid and supernatant. The supernatant was pipetted off, the process repeated twice and th... The reactants are CCO, COC(=O)CSCC#N, [K+], [K], [OH-], O, O=S(=O)(O)O. The product is [K], N#CCSCC(=O)O. RXN SMILES: [CH3:18][CH2:19][OH:20].[CH3:1][O:2][C:3]([CH2:4][S:5][CH2:6][C:7]#[N:8])=[O:9].[K+:11].[K:12].[OH-:10].[OH2:21].[S:13](=[O:14])(=[O:15])([OH:16])[OH:17]>>[K:12].[O:2]=[C:3]([CH2:4][S:5][CH2:6][C:7]#[N:8])[OH:9]. Starting materials: CCOC(C)=O, CCN(C(C)C)C(C)C, Clc1ncc(Cl)c(Cl)n1, CN1Cc2c(C3CCC(O)CC3)ccc(N)c2C1=O, O. Yields the product CN1Cc2c(C3CCC(O)CC3)ccc(Nc3nc(Cl)ncc3Cl)c2C1=O. As a reaction SMILES: [CH3:39][CH2:40][O:41][C:42]([CH3:43])=[O:44].[CH:29]([N:30]([CH2:31][CH3:32])[CH:33]([CH3:34])[CH3:35])([CH3:36])[CH3:37].[Cl:1][c:2]1[n:3][cH:4][c:5]([Cl:9])[c:6]([Cl:8])[n:7]1.[NH2:10][c:11]1[cH:12][cH:13][c:14]([CH:22]2[CH2:23][CH2:24][CH:25]([OH:28])[CH2:26][CH2:27]2)[c:15]2[c:19]1[C:18](=[O:20])[N:17]([CH3:21])[CH2:16]2.[OH2:38]>>[Cl:1][c:2]1[n:3][cH:4][c:5]([Cl:9])[c:6]([NH:10][c:11]2[cH:12][cH:13][c:14]([CH:22]3[CH2:23][CH2:24][CH:25]([OH:28])[CH2:26][CH2:27]3)[c:15]3[c:19]2[C:18](=[O:20])[N:17]([CH3:21])[CH2:16]3)[n:7]1. Starting materials: C(=O)N1C(CN(CC1)C(=O)OC(C)(C)C)C(=O)OC (1-tert-Butyl 3-methyl 4-formyl-1,3-piperazinedicarboxylate), [Li+].[OH-] (LiOH). The solvent is O1CCOCC1 (dioxane), O (H2O). Reaction conditions: time 4 hour. Yields the product C(C)(C)(C)OC(=O)N1CC(N(CC1)C=O)C(=O)[O-].[Li+] (Lithium 4-(tert-butoxycarbonyl)-1-formyl-2-piperazinecarboxylate). RXN SMILES: [CH:1]([N:3]1[CH2:8][CH2:7][N:6]([C:9]([O:11][C:12]([CH3:15])([CH3:14])[CH3:13])=[O:10])[CH2:5][CH:4]1[C:16]([O:18]C)=[O:17])=[O:2].[Li+:20].[OH-]>O1CCOCC1.O>[C:12]([O:11][C:9]([N:6]1[CH2:7][CH2:8][N:3]([CH:1]=[O:2])[CH:4]([C:16]([O-:18])=[O:17])[CH2:5]1)=[O:10])([CH3:15])([CH3:13])[CH3:14].[Li+:20] |f:1.2,5.6|. Reported procedure: To a solution of 28 g of the compound obtained in Step A (103 mmol) in 515 mL of dioxane there are added 4.8 g of LiOH (113 mmol) in solution in 100 mL of H2O. The whole is stirred at ambient temperature for 4 hours. The reaction mixture is subsequently concentrated to dryness and then co-evaporated several times with ethyl acetate. The title product is obtained in the form of a solid and is used directly for the following cyclisation step. Starting materials: BrC=1C=C(CO)C=CC1 (3-bromobenzyl alcohol), FC(C1=CC=C(C=C1)B(O)O)(F)F (4-(triflouromethyl)benzeneboronic acid), C(=O)([O-])[O-].[Na+].[Na+] (Na2CO3). The reagents and catalysts are C=1C=CC(=CC1)[P](C=2C=CC=CC2)(C=3C=CC=CC3)[Pd]([P](C=4C=CC=CC4)(C=5C=CC=CC5)C=6C=CC=CC6)([P](C=7C=CC=CC7)(C=8C=CC=CC8)C=9C=CC=CC9)[P](C=1C=CC=CC1)(C=1C=CC=CC1)C=1C=CC=CC1 (Pd(PPh3)4). The solvent is COCCOC (DME), O (water). Product: FC(C1=CC=C(C=C1)C1=CC(=CC=C1)CO)(F)F ([4′-(Trifluoromethyl)-3-biphenylyl]methanol). RXN SMILES: Br[C:2]1[CH:3]=[C:4]([CH:7]=[CH:8][CH:9]=1)[CH2:5][OH:6].[F:10][C:11]([F:22])([F:21])[C:12]1[CH:17]=[CH:16][C:15](B(O)O)=[CH:14][CH:13]=1.C([O-])([O-])=O.[Na+].[Na+]>COCCOC.O.C1C=CC([P]([Pd]([P](C2C=CC=CC=2)(C2C=CC=CC=2)C2C=CC=CC=2)([P](C2C=CC=CC=2)(C2C=CC=CC=2)C2C=CC=CC=2)[P](C2C=CC=CC=2)(C2C=CC=CC=2)C2C=CC=CC=2)(C2C=CC=CC=2)C2C=CC=CC=2)=CC=1>[F:10][C:11]([F:22])([F:21])[C:12]1[CH:17]=[CH:16][C:15]([C:2]2[CH:9]=[CH:8][CH:7]=[C:4]([CH2:5][OH:6])[CH:3]=2)=[CH:14][CH:13]=1 |f:2.3.4,^1:39,41,60,79|. Procedure: A mixture 3-bromobenzyl alcohol (500 mg, 2.70 mmol), 4-(triflouromethyl)benzeneboronic acid (1.01 g, 5.35 mmol), Pd(PPh3)4 (68 mg, 0.06 mmol) and Na2CO3 (740 mg, 7.02 mmol) in a mixture of DME (20 mL) and water (10 mL) was heated at reflux for 3 hours. The mixture was allowed to cool to rt, and then partitioned between EtOAc and water. The layers were separated and the aqueous re-extracted with EtOAc (2×) and the combined organic layer washed with water and then brine, dried (Na2SO4), filtered a...